Dataset: the Open Reaction Database (ORD), a public repository of structured organic reaction records. Task: describe an organic reaction: reactants, conditions, products, and yield Starting materials: FC(C1=CC=C(CNC2=NC=C(C=C2)CC2=CNC3=NC=C(C=C32)O[Si](C(C)C)(C(C)C)C(C)C)C=C1)(F)F ((4-Trifluoromethyl-benzyl)-[5-(5-triisopropylsilanyloxy-1H-pyrrolo[2,3-b]pyridin-3-ylmethyl)-pyridin-2-yl]-amine), [F-].C(CCC)[N+](CCCC)(CCCC)CCCC (tetrabutylammonium fluoride). The solvent is O1CCCC1 (tetrahydrofuran). Conditions: time 8 hour. The product is FC(C1=CC=C(CNC2=CC=C(C=N2)CC2=CNC3=NC=C(C=C32)O)C=C1)(F)F (3-[6-(4-Trifluoromethyl-benzylamino)-pyridin-3-ylmethyl]-1H-pyrrolo[2,3-b]pyridin-5-ol). Yield: 67.7%. Reaction SMILES: [F:1][C:2]([F:39])([F:38])[C:3]1[CH:37]=[CH:36][C:6]([CH2:7][NH:8][C:9]2[CH:14]=[CH:13][C:12]([CH2:15][C:16]3[C:24]4[C:19](=[N:20][CH:21]=[C:22]([O:25][Si](C(C)C)(C(C)C)C(C)C)[CH:23]=4)[NH:18][CH:17]=3)=[CH:11][N:10]=2)=[CH:5][CH:4]=1.[F-].C([N+](CCCC)(CCCC)CCCC)CCC>O1CCCC1>[F:39][C:2]([F:1])([F:38])[C:3]1[CH:37]=[CH:36][C:6]([CH2:7][NH:8][C:9]2[N:10]=[CH:11][C:12]([CH2:15][C:16]3[C:24]4[C:19](=[N:20][CH:21]=[C:22]([OH:25])[CH:23]=4)[NH:18][CH:17]=3)=[CH:13][CH:14]=2)=[CH:5][CH:4]=1 |f:1.2|. Procedure: To (4-Trifluoromethyl-benzyl)-[5-(5-triisopropylsilanyloxy-1H-pyrrolo[2,3-b]pyridin-3-ylmethyl)-pyridin-2-yl]-amine (85, 0.13 g, 0.23 mmol) in tetrahydrofuran (10 mL) was added tetrabutylammonium fluoride (3 mL, 1.0M in tetrahydrofuran, 3 mmol). The reaction mixture was stirred at room temperature overnight, and then was stirred at 65° C. for 48 hours. The reaction mixture was concentrated and purified by silica gel column chromatography eluting with ethyl acetate in hexane to provide the compou... The reactants are C(C1=CC=CC=C1)OC(=O)N1C[C@H]([C@H](C1)C1CC1)NC(=O)OC(C)(C)C ((3S,4S)-1-benzyloxycarbonyl-3-(tert-butoxycarbonyl)amino-4-cyclopropylpyrrolidine), [H][H] (hydrogen). Reagents/catalysts: [C].[Pd] (palladium carbon). The solvent is C(C)O (ethanol). The product is C(C)(C)(C)OC(=O)N[C@@H]1CNC[C@@H]1C1CC1 ((3S,4S)-3-(tert-Butoxycarbonyl)amino-4-cyclopropylpyrrolidine). RXN SMILES: C(OC([N:11]1[CH2:15][C@H:14]([CH:16]2[CH2:18][CH2:17]2)[C@H:13]([NH:19][C:20]([O:22][C:23]([CH3:26])([CH3:25])[CH3:24])=[O:21])[CH2:12]1)=O)C1C=CC=CC=1.[H][H]>[C].[Pd].C(O)C>[C:23]([O:22][C:20]([NH:19][C@H:13]1[C@@H:14]([CH:16]2[CH2:17][CH2:18]2)[CH2:15][NH:11][CH2:12]1)=[O:21])([CH3:26])([CH3:24])[CH3:25] |f:2.3|. Procedure details: A 10% palladium carbon catalyst (50 mg) was added to a solution of (3S,4S)-1-benzyloxycarbonyl-3-(tert-butoxycarbonyl)amino-4-cyclopropylpyrrolidine (408 mg, 1.13 mmol) in ethanol (5 mL), followed by stirring in a hydrogen atmosphere under an ordinary pressure at 45° C. for 12 hours. After filtration, the filtrate was concentrated under reduced pressure, to thereby yield the title compound as a colorless oily substance (255 mg, quantitative amount). The product was employed, without further puri... The reactants are COC1=CC=C(C=C1)N1N=C(C2=C1C(N(CC2)C2=CC=C(C#N)C=C2)=O)C (4-[1-(4-Methoxy-phenyl)-3-methyl-7-oxo-1,4,5,7-tetrahydro-pyrazolo[3,4-c]pyridin-6-yl]-benzonitrile), CNC (dimethylamine). Solvent: CO.C(Cl)(Cl)Cl (MeOH CHCl3). Reaction conditions: time 8 hour. The product is COC1=CC=C(C=C1)N1N=C(C2=C1C(N(CC2)C2=CC=C(C(=N)N(C)C)C=C2)=O)C (4-[1-(4-methoxy-phenyl)-3-methyl-7-oxo-1,4,5,7-tetrahydro-pyrazolo[3,4-c]pyridin-6-yl]-N,N-dimethyl-benzamidine). The yield is 64.5%. RXN SMILES: [CH3:1][O:2][C:3]1[CH:8]=[CH:7][C:6]([N:9]2[C:13]3[C:14](=[O:26])[N:15]([C:18]4[CH:25]=[CH:24][C:21]([C:22]#[N:23])=[CH:20][CH:19]=4)[CH2:16][CH2:17][C:12]=3[C:11]([CH3:27])=[N:10]2)=[CH:5][CH:4]=1.[CH3:28][NH:29][CH3:30]>CO.C(Cl)(Cl)Cl>[CH3:1][O:2][C:3]1[CH:4]=[CH:5][C:6]([N:9]2[C:13]3[C:14](=[O:26])[N:15]([C:18]4[CH:19]=[CH:20][C:21]([C:22]([N:29]([CH3:30])[CH3:28])=[NH:23])=[CH:24][CH:25]=4)[CH2:16][CH2:17][C:12]=3[C:11]([CH3:27])=[N:10]2)=[CH:7][CH:8]=1 |f:2.3|. Procedure: Part A. 4-[1-(4-Methoxy-phenyl)-3-methyl-7-oxo-1,4,5,7-tetrahydro-pyrazolo[3,4-c]pyridin-6-yl]-benzonitrile (0.250 g, 0.98 mmol) was dissolved in 1:1 MeOH/CHCl3 (30 mL). Hydrogen chloride gas was bubbled through the solution for 15 min, and it was then tightly capped and sealed. The reaction was stirred overnight at rt and then concentrated to dryness. The crude intermediate was dissolved in methanol (30 mL) and 2M dimethylamine (5.23 mL, 10.5 mmol) was added. The reaction was tightly capped and... Starting materials: FC(F)c1nnc2ccc(N3CCNCC3)nn12, O=Cc1n[nH]c2ccccc12. Yields the product FC(F)c1nnc2ccc(N3CCN(Cc4n[nH]c5ccccc45)CC3)nn12. As a reaction SMILES: [F:12][CH:13]([c:14]1[n:15][n:16][c:17]2[n:18]1[n:19][c:20]([N:23]1[CH2:24][CH2:25][NH:26][CH2:27][CH2:28]1)[cH:21][cH:22]2)[F:29].[nH:1]1[n:2][c:3]([CH:10]=[O:11])[c:4]2[cH:5][cH:6][cH:7][cH:8][c:9]12>>[nH:1]1[n:2][c:3]([CH2:10][N:26]2[CH2:25][CH2:24][N:23]([c:20]3[n:19][n:18]4[c:14]([CH:13]([F:12])[F:29])[n:15][n:16][c:17]4[cH:22][cH:21]3)[CH2:28][CH2:27]2)[c:4]2[cH:5][cH:6][cH:7][cH:8][c:9]12. Starting materials: IC1=CC=C(C=C1)[C@@H]1[C@@H](CCC1)NS(=O)(=O)C(C)C ((+,−) Cis propane-2-sulfonic acid [2-(4-iodo-phenyl)-cyclopentyl]-amide), FC(OC1=CC=C(C=C1)B(O)O)(F)F (4-trifluoromethoxyphenylboronic acid). The product is FC(OC1=CC=C(C=C1)C1=CC=C(C=C1)[C@@H]1[C@@H](CCC1)NS(=O)(=O)C(C)C)(F)F ((+,−) Cis Propane-2-sulfonic Acid [2-(4′-trifluoromethoxy-biphenyl-4-yl)-cyclopentyl]-amide). Yield: 43.6%. RXN SMILES: I[C:2]1[CH:7]=[CH:6][C:5]([C@H:8]2[CH2:12][CH2:11][CH2:10][C@H:9]2[NH:13][S:14]([CH:17]([CH3:19])[CH3:18])(=[O:16])=[O:15])=[CH:4][CH:3]=1.[F:20][C:21]([F:33])([F:32])[O:22][C:23]1[CH:28]=[CH:27][C:26](B(O)O)=[CH:25][CH:24]=1>>[F:20][C:21]([F:32])([F:33])[O:22][C:23]1[CH:28]=[CH:27][C:26]([C:2]2[CH:7]=[CH:6][C:5]([C@H:8]3[CH2:12][CH2:11][CH2:10][C@H:9]3[NH:13][S:14]([CH:17]([CH3:19])[CH3:18])(=[O:16])=[O:15])=[CH:4][CH:3]=2)=[CH:25][CH:24]=1. Reported procedure: The Suzuki coupling of (+,−) Cis propane-2-sulfonic acid [2-(4-iodo-phenyl)-cyclopentyl]-amide (203 mg, 0.52 mmol, prepared in example 17) and 4-trifluoromethoxyphenylboronic acid (128 mg, 0.62 mmol) was accomplished in a manner analogous to the procedure described in example 27. The reaction was worked up in a manner analogous to example 3. Purification by silica chromatography using a Chromatotron® was achieved eluting with methylene chloride, followed by a second chromatography eluting with 0... Starting materials: CC(=O)[O-], CO, Cl, NO, [Na+], O, O=C(O)CC(F)(F)C(=O)c1ccc2oc3ccccc3c2c1. The product is O=C(O)CC(F)(F)C(=NO)c1ccc2oc3ccccc3c2c1. Reaction SMILES: [CH3:24][C:25](=[O:26])[O-:27].[CH3:31][OH:32].[ClH:28].[NH2:29][OH:30].[Na+:23].[OH2:33].[cH:1]1[c:2]([C:14]([C:15]([CH2:16][C:17](=[O:18])[OH:19])([F:20])[F:21])=[O:22])[cH:3][cH:4][c:5]2[o:6][c:7]3[c:8]([c:9]12)[cH:10][cH:11][cH:12][cH:13]3>>[cH:1]1[c:2]([C:14]([C:15]([CH2:16][C:17](=[O:18])[OH:19])([F:20])[F:21])=[N:29][OH:30])[cH:3][cH:4][c:5]2[o:6][c:7]3[c:8]([c:9]12)[cH:10][cH:11][cH:12][cH:13]3. The reactants are O=C(C1CCc2c(sc3ncnc(Nc4cccc(Br)c4)c23)C1)N1CCCCC1, CC(C)C[Al+]CC(C)C, C1CCOC1, CC(C)C[AlH]CC(C)C, [H-]. Yields the product Brc1cccc(Nc2ncnc3sc4c(c23)CCC(CN2CCCCC2)C4)c1. Reaction SMILES: [Br:1][c:2]1[cH:3][c:4]([NH:8][c:9]2[c:10]3[c:11]([n:12][cH:13][n:14]2)[s:15][c:16]2[c:17]3[CH2:18][CH2:19][CH:20]([C:22](=[O:23])[N:24]3[CH2:25][CH2:26][CH2:27][CH2:28][CH2:29]3)[CH2:21]2)[cH:5][cH:6][cH:7]1.[CH2:31]([Al+:32][CH2:33][CH:34]([CH3:35])[CH3:36])[CH:37]([CH3:38])[CH3:39].[CH2:49]1[O:50][CH2:51][CH2:52][CH2:53]1.[CH3:40][CH:41]([CH2:42][AlH:43][CH2:44][CH:45]([CH3:46])[CH3:47])[CH3:48].[H-:30]>>[Br:1][c:2]1[cH:3][c:4]([NH:8][c:9]2[c:10]3[c:11]([n:12][cH:13][n:14]2)[s:15][c:16]2[c:17]3[CH2:18][CH2:19][CH:20]([CH2:22][N:24]3[CH2:25][CH2:26][CH2:27][CH2:28][CH2:29]3)[CH2:21]2)[cH:5][cH:6][cH:7]1. Starting materials: CCBr, CC(=O)c1c(C(C)=O)c(C)n(-c2ccc(O)cc2C)c1C, [K+], [K+], O=C([O-])[O-], CN(C)C=O. Yields the product CCOc1ccc(-n2c(C)c(C(C)=O)c(C(C)=O)c2C)c(C)c1. As a reaction SMILES: [Br:22][CH2:23][CH3:24].[C:1]([CH3:2])(=[O:3])[c:4]1[c:5]([C:19]([CH3:20])=[O:21])[c:6]([CH3:18])[n:7](-[c:10]2[c:11]([CH3:17])[cH:12][c:13]([OH:16])[cH:14][cH:15]2)[c:8]1[CH3:9].[K+:25].[K+:26].[O-:27][C:28]([O-:29])=[O:30].[O:31]=[CH:32][N:33]([CH3:34])[CH3:35]>>[C:1]([CH3:2])(=[O:3])[c:4]1[c:5]([C:19]([CH3:20])=[O:21])[c:6]([CH3:18])[n:7](-[c:10]2[c:11]([CH3:17])[cH:12][c:13]([O:16][CH2:23][CH3:24])[cH:14][cH:15]2)[c:8]1[CH3:9]. Reaction SMILES: [Br:1][C:2]1[CH:7]=[CH:6][C:5]([NH:8][C:9]2[C:14]([N+:15]([O-])=O)=[C:13]([O:18][CH3:19])[CH:12]=[C:11]([F:20])[C:10]=2[F:21])=[C:4]([F:22])[CH:3]=1.Cl>[Zn]>[Br:1][C:2]1[CH:7]=[CH:6][C:5]([NH:8][C:9]2[C:14]([NH2:15])=[C:13]([O:18][CH3:19])[CH:12]=[C:11]([F:20])[C:10]=2[F:21])=[C:4]([F:22])[CH:3]=1. Product: BrC1=CC(=C(C=C1)NC=1C(=C(C=C(C1F)F)OC)N)F (N2-(4-Bromo-2-fluoro-phenyl)-3,4-difluoro-6-methoxy-benzene-1,2-diamine). The reagents and catalysts are [Zn] (zinc). Starting materials: BrC1=CC(=C(C=C1)NC1=C(C(=CC(=C1[N+](=O)[O-])OC)F)F)F ((4-bromo-2-fluoro-phenyl)-(2,3-difluoro-5-methoxy-6-nitro-phenyl)-amine), Cl (HCl). Procedure details: Intermediate I-6a was prepared from (4-bromo-2-fluoro-phenyl)-(2,3-difluoro-5-methoxy-6-nitro-phenyl)-amine (I-4a: 16 g, 0.0425 mol), zinc powder (19.6 g, 0.298 mmol) and concentrated HCl (45 mL) using procedures analogous the preparation of Intermediate (I-5a) above to afford the product (85% yield). H1NMR (CDCl3, 300 MHz): δ 7.24 (dd, 1H), 7.06 (dt, 1H), 6.66-6.58 (m, 1H), 6.36 (t, 1H), 5.36 (s, 1H), 3.82 (s, 3H). The yield is 85.0%.